Dataset: the Open Reaction Database (ORD), a public repository of structured organic reaction records. Task: describe an organic reaction: reactants, conditions, products, and yield The reactants are [N+](=O)([O-])N=C1NCCCN1 (2-nitroiminohexahydropyrimidine), C(OCC)([O-])[O-] (ethyl orthoformate), CN1C(N(CC1)C)=O (1,3-dimethyl-2-imidazolidinone). Yields the product C(C)OC(N1C(NCCC1)=N[N+](=O)[O-])OCC (1-diethoxymethyl-2-nitroiminohexahydropyrimidine). RXN SMILES: [N+:1]([N:4]=[C:5]1[NH:10][CH2:9][CH2:8][CH2:7][NH:6]1)([O-:3])=[O:2].[CH:11]([O-:16])([O-])[O:12][CH2:13][CH3:14].CN1[CH2:22][CH2:21]N(C)C1=O>>[CH2:21]([O:16][CH:11]([O:12][CH2:13][CH3:14])[N:6]1[CH2:7][CH2:8][CH2:9][NH:10][C:5]1=[N:4][N+:1]([O-:3])=[O:2])[CH3:22]. Procedure: A mixture of 10 g of 2-nitroiminohexahydropyrimidine, 12.4 g of ethyl orthoformate, 10 ml of 1,3-dimethyl-2-imidazolidinone was heated under reflux for 2.0 hours while removing the resultant distillate by means of the Dean-Stark trap. After cooling to room temperature, the mixture was poured into water, and extracted with ethyl acetate. After washing with water, the extract was dried with anhydrous magnesium sulfate, after which the solvent was distilled off under reduced pressure. The resultant... Product: COC([C@@H](NC1=C(SC=C1C)C)C)=O (N-(2,4-dimethylthien-3-yl)-alanine-methylester). The reactants are CC=1SC=C(C1N)C (2,4-dimethyl-3-aminothiophene), C(=O)([O-])[O-].[K+].[K+] (K2CO3), BrC(C(=O)OC)C (methyl 2-bromopropionate). The solvent is CN(C=O)C (dimethylformamide). RXN SMILES: [CH3:1][C:2]1[S:3][CH:4]=[C:5]([CH3:8])[C:6]=1[NH2:7].C([O-])([O-])=O.[K+].[K+].Br[CH:16]([CH3:21])[C:17]([O:19][CH3:20])=[O:18]>CN(C)C=O>[CH3:20][O:19][C:17](=[O:18])[C@H:16]([CH3:21])[NH:7][C:6]1[C:5]([CH3:8])=[CH:4][S:3][C:2]=1[CH3:1] |f:1.2.3|. Reported procedure: A mixture of 12.7 g (0.1 mol) 2,4-dimethyl-3-aminothiophene, 13.84 g (0.1 mol) K2CO3 and 16.7 g (0.1 mol) methyl 2-bromopropionate in 200 ml dimethylformamide are stirred over night at 80°. The mixture is cooled, filtered, evaporated, the residue dissolved in dichloromethane, washed with water, dried and evaporated to yield the title compound, m.p. 33°-34°.